describe an organic reaction: reactants, conditions, products, and yield From a dataset of the Open Reaction Database (ORD), a public repository of structured organic reaction records. Starting materials: NC1=C(C=CC(=C1)C(C)(C)C)O (2-Amino-4-tert-butylphenol), C(=O)C=C (Acrolein), C(C)(C)(C)C1=CC(=C(C=C1)O)[N+](=O)[O-] (4-(t-butyl)-2-nitrophenol), Cl (HCl), [OH-].[Na+] (NaOH). The solvent is O (water), C(C)(=O)O (acetic acid). Run at temperature 80 celsius. Product: N1=CC=CC2=CC=CC=C12 (Quinoline). Reaction SMILES: N[C:2]1[CH:7]=[C:6]([C:8]([CH3:11])(C)C)[CH:5]=[CH:4][C:3]=1O.C(C1C=CC(O)=[C:19]([N+:24]([O-])=O)C=1)(C)(C)C.Cl.C(C=C)=O.[OH-].[Na+]>C(O)(=O)C.O>[N:24]1[C:7]2[C:6](=[CH:5][CH:4]=[CH:3][CH:2]=2)[CH:8]=[CH:11][CH:19]=1 |f:4.5|. Procedure: Into a 500 mL 3-neck flask fitted with condenser, addition funnel and a thermometer was added 10.0 g of 2-Amino-4-tert-butylphenol (Aldrich) dissolved in 50.0 mL acetic acid. To the solution was added 3.90 g of 4-(t-butyl)-2-nitrophenol (Aldrich) and 100 mL of concentrated HCl. The contents of the flask were heated to 80° C. by means of an oil bath. Acrolein (Aldrich) (6.78 g) was added over 30 min via the addition funnel. After the addition was complete, the solution was heated to 130° C. for 1... The reactants are BrC=1C=NC(=NC1)I (5-bromo-2-iodopyrimidine), C(=C)[Mg]Br (vinylmagnesium bromide). Reagents/catalysts: C=1C=CC(=CC1)[P](C=2C=CC=CC2)(C=3C=CC=CC3)[Pd]([P](C=4C=CC=CC4)(C=5C=CC=CC5)C=6C=CC=CC6)([P](C=7C=CC=CC7)(C=8C=CC=CC8)C=9C=CC=CC9)[P](C=1C=CC=CC1)(C=1C=CC=CC1)C=1C=CC=CC1 (Pd(PPh3)4). Run in C1CCOC1 (THF). Yields the product BrC=1C=NC(=NC1)C=C (5-bromo-2-vinylpyrimidine). Yield: 86.5%. RXN SMILES: [Br:1][C:2]1[CH:3]=[N:4][C:5](I)=[N:6][CH:7]=1.[CH:9]([Mg]Br)=[CH2:10]>C1COCC1.C1C=CC([P]([Pd]([P](C2C=CC=CC=2)(C2C=CC=CC=2)C2C=CC=CC=2)([P](C2C=CC=CC=2)(C2C=CC=CC=2)C2C=CC=CC=2)[P](C2C=CC=CC=2)(C2C=CC=CC=2)C2C=CC=CC=2)(C2C=CC=CC=2)C2C=CC=CC=2)=CC=1>[Br:1][C:2]1[CH:3]=[N:4][C:5]([CH:9]=[CH2:10])=[N:6][CH:7]=1 |^1:21,23,42,61|. Reported procedure: To a solution of 5-bromo-2-iodopyrimidine (14.2 g, 50 mmol) and Pd(PPh3)4 (865 mg, 0.75 mmol) in THF (200 mL) at room temperature under nitrogen was added dropwise vinylmagnesium bromide (100 mL, 100 mmol, 1 M in THF). The reaction mixture was heated to reflux for 2 hours. The formed mixture was quenched with water (200 mL) and extracted with EtOAc (200 mL×3). The combined organic layers were dried over sodium sulfate, filtered and concentrated to afford an oil which was purified by preparative ... Starting materials: NCC#N (aminoacetonitrile), ClC(C(=O)Cl)C1=CC=CC=C1 (α-chlorophenylacetyl chloride). Solvent: C(Cl)Cl (methylene chloride). Product: ClC(C(=O)NCC#N)C1=CC=CC=C1 (α-Chloro-N-(cyanomethyl)benzeneacetamide). Isolated yield 79.6%. As a reaction SMILES: [NH2:1][CH2:2][C:3]#[N:4].[Cl:5][CH:6]([C:10]1[CH:15]=[CH:14][CH:13]=[CH:12][CH:11]=1)[C:7](Cl)=[O:8]>C(Cl)Cl>[Cl:5][CH:6]([C:10]1[CH:15]=[CH:14][CH:13]=[CH:12][CH:11]=1)[C:7]([NH:4][CH2:3][C:2]#[N:1])=[O:8]. Procedure details: 9.2 g (0.10 m) aminoacetonitrile and 19.0 g (0.11 m) α-chlorophenylacetyl chloride are heated to reflux in methylene chloride for 4 hours. The reaction mixture is filtered and the solvent is removed. The residual solid is recrystallized from benzene to give 16.7 g (80% yield) of the title compound, which has a melting point of 73°-4° C. Reactants: CC(C)C(=O)Cl, CCc1nc2ccccc2n1-c1nc(N2CCOCC2)c2nc(CC3CCNCC3)n(C)c2n1, ClCCl. The product is CCc1nc2ccccc2n1-c1nc(N2CCOCC2)c2nc(CC3CCN(C(=O)C(C)C)CC3)n(C)c2n1. RXN SMILES: [C:35]([CH:36]([CH3:37])[CH3:38])(=[O:39])[Cl:40].[CH2:1]([CH3:2])[c:3]1[n:4][c:5]2[c:6]([n:7]1-[c:8]1[n:9][c:10]([N:25]3[CH2:26][CH2:27][O:28][CH2:29][CH2:30]3)[c:11]3[n:12][c:13]([CH2:18][CH:19]4[CH2:20][CH2:21][NH:22][CH2:23][CH2:24]4)[n:14]([CH3:17])[c:15]3[n:16]1)[cH:31][cH:32][cH:33][cH:34]2.[Cl:41][CH2:42][Cl:43]>>[CH2:1]([CH3:2])[c:3]1[n:4][c:5]2[c:6]([n:7]1-[c:8]1[n:9][c:10]([N:25]3[CH2:26][CH2:27][O:28][CH2:29][CH2:30]3)[c:11]3[n:12][c:13]([CH2:18][CH:19]4[CH2:20][CH2:21][N:22]([C:35]([CH:36]([CH3:37])[CH3:38])=[O:39])[CH2:23][CH2:24]4)[n:14]([CH3:17])[c:15]3[n:16]1)[cH:31][cH:32][cH:33][cH:34]2. Reactants: C1CCOC1, CCO, COC(=O)c1ccc(=O)n(-c2c(F)cccc2F)c1, [Na+], [OH-]. Yields the product O=C(O)c1ccc(=O)n(-c2c(F)cccc2F)c1. RXN SMILES: [CH2:25]1[O:26][CH2:27][CH2:28][CH2:29]1.[CH3:22][CH2:23][OH:24].[F:1][c:2]1[c:3](-[n:9]2[cH:10][c:11]([C:16](=[O:17])[O:18][CH3:19])[cH:12][cH:13][c:14]2=[O:15])[c:4]([F:8])[cH:5][cH:6][cH:7]1.[Na+:21].[OH-:20]>>[F:1][c:2]1[c:3](-[n:9]2[cH:10][c:11]([C:16](=[O:17])[OH:18])[cH:12][cH:13][c:14]2=[O:15])[c:4]([F:8])[cH:5][cH:6][cH:7]1. The reactants are [Al+3], COc1ccc(-c2cc3ccc(OC)cc3s2)cc1, [Cl-], [Cl-], [Cl-], ClCCl, Cl, O=C(O)c1ccc(OCCN2CCCCC2)c(Cl)c1, CN(C)C=O, O=S(Cl)Cl. The product is COc1ccc(-c2sc3cc(OC)ccc3c2C(=O)c2ccc(OCCN3CCCCC3)c(Cl)c2)cc1. Reaction SMILES: [Al+3:45].[CH3:25][O:26][c:27]1[cH:28][cH:29][c:30](-[c:33]2[cH:34][c:35]3[c:36]([s:37]2)[cH:38][c:39]([O:42][CH3:43])[cH:40][cH:41]3)[cH:31][cH:32]1.[Cl-:44].[Cl-:46].[Cl-:47].[Cl:48][CH2:49][Cl:50].[ClH:1].[N:2]1([CH2:8][CH2:9][O:10][c:11]2[c:12]([Cl:20])[cH:13][c:14]([C:15](=[O:16])[OH:17])[cH:18][cH:19]2)[CH2:3][CH2:4][CH2:5][CH2:6][CH2:7]1.[O:51]=[CH:52][N:53]([CH3:54])[CH3:55].[S:21]([Cl:22])([Cl:23])=[O:24]>>[N:2]1([CH2:8][CH2:9][O:10][c:11]2[c:12]([Cl:20])[cH:13][c:14]([C:15](=[O:17])[c:34]3[c:33](-[c:30]4[cH:29][cH:28][c:27]([O:26][CH3:25])[cH:32][cH:31]4)[s:37][c:36]4[c:35]3[cH:41][cH:40][c:39]([O:42][CH3:43])[cH:38]4)[cH:18][cH:19]2)[CH2:3][CH2:4][CH2:5][CH2:6][CH2:7]1.